Dataset: the Open Reaction Database (ORD), a public repository of structured organic reaction records. Task: describe an organic reaction: reactants, conditions, products, and yield Reactants: CN1C=C(C=C1)C=C (1-methyl-3-vinylpyrrole), C(C)(C)C(C#N)(N1C(C=CC1=O)=O)C (α-isopropyl-α-methyl-2,5-dioxo-3-pyrroline-1-acetonitrile). The solvent is C(Cl)(Cl)Cl (chloroform). Conditions: time 8 hour. Yields the product C(C)(C)C(C#N)(N1C(C=2C(C1=O)CCC1C2N(CC1)C)=O)C (Hexahydro-α-isopropyl-α,1-dimethyl-6,8-dioxobenzo[2,1-b:3,4-c']dipyrrole-7(1H)-acetonitrile). Isolated yield 48.5%. Reaction SMILES: [CH3:1][N:2]1[CH:6]=[CH:5][C:4]([CH:7]=[CH2:8])=[CH:3]1.[CH:9]([C:12]([CH3:22])([N:15]1[C:19](=[O:20])[CH:18]=[CH:17][C:16]1=[O:21])[C:13]#[N:14])([CH3:11])[CH3:10]>C(Cl)(Cl)Cl>[CH:9]([C:12]([CH3:22])([N:15]1[C:19](=[O:20])[CH:18]2[CH2:8][CH2:7][CH:4]3[CH2:5][CH2:6][N:2]([CH3:1])[C:3]3=[C:17]2[C:16]1=[O:21])[C:13]#[N:14])([CH3:11])[CH3:10]. Procedure details: A mixture of 1-methyl-3-vinylpyrrole (9.50 g, 0.089 mol), α-isopropyl-α-methyl-2,5-dioxo-3-pyrroline-1-acetonitrile (17.0 g, 0.089 mol) and chloroform is stirred overnight at room temperature and concentrated in vacuo to an amber oil residue. The residue is flash chromatographed (silica gel, gradient elution: 50% hexanes: methylene chloride to ether) to afford the title product as an orange glass (13.0 g, 48.8%), identified by 1HNMR spectroscopy. The reactants are C(C)(=O)OCC.Cl (Hydrogen chloride-ethyl acetate), ClC1=CC=C(C=C1)C1=CC=C(C=C1)C(=O)NC1=CC=C(CC2CN(CCC2)C(=O)OC(C)(C)C)C=C1 (tert-butyl 3-[4-[[(4′-chloro[1,1′-biphenyl]-4-yl)carbonyl]amino]benzyl]-1-piperidinecarboxylate). Product: Cl.ClC1=CC=C(C=C1)C1=CC=C(C=C1)C(=O)NC1=CC=C(C=C1)CC1CNCCC1 (4′-Chloro-N-[4-(3-piperidinylmethyl)phenyl][1,1′-biphenyl]-4-carboxamide hydrochloride). Yield: 111.8%. RXN SMILES: C(OCC)(=O)C.Cl.[Cl:8][C:9]1[CH:14]=[CH:13][C:12]([C:15]2[CH:20]=[CH:19][C:18]([C:21]([NH:23][C:24]3[CH:43]=[CH:42][C:27]([CH2:28][CH:29]4[CH2:34][CH2:33][CH2:32][N:31](C(OC(C)(C)C)=O)[CH2:30]4)=[CH:26][CH:25]=3)=[O:22])=[CH:17][CH:16]=2)=[CH:11][CH:10]=1>>[ClH:8].[Cl:8][C:9]1[CH:10]=[CH:11][C:12]([C:15]2[CH:16]=[CH:17][C:18]([C:21]([NH:23][C:24]3[CH:43]=[CH:42][C:27]([CH2:28][CH:29]4[CH2:34][CH2:33][CH2:32][NH:31][CH2:30]4)=[CH:26][CH:25]=3)=[O:22])=[CH:19][CH:20]=2)=[CH:13][CH:14]=1 |f:0.1,3.4|. Procedure details: 4N Hydrogen chloride-ethyl acetate (3 ml) was added to tert-butyl 3-[4-[[(4′-chloro[1,1′-biphenyl]-4-yl)carbonyl]amino]benzyl]-1-piperidinecarboxylate (150 mg, 0.297 mmol)obtained in Reference Example 82. Two hours later, the solvent was distilled out under reduced pressure. Diisopropyl ether was added to the residue, to give the titled compound (73.3 mg) as a colorless powder. Starting materials: COC1=CC=C(CN2C(NC(C2)C)=O)C=C1 (1-(4-methoxybenzyl)-4-methylimidazolidin-2-one), Cl (hydrochloric acid), [H-].[Na+] (sodium hydride), C(C1=CC=CC=C1)(=O)Cl (benzoyl chloride). Solvent: CN(C=O)C (N,N-dimethylformamide). Conditions: time 30 minute. Product: C(C1=CC=CC=C1)(=O)N1C(N(CC1C)CC1=CC=C(C=C1)OC)=O (3-benzoyl-1-(4-methoxybenzyl)-4-methylimidazolidin-2-one). RXN SMILES: [CH3:1][O:2][C:3]1[CH:16]=[CH:15][C:6]([CH2:7][N:8]2[CH2:12][CH:11]([CH3:13])[NH:10][C:9]2=[O:14])=[CH:5][CH:4]=1.[H-].[Na+].[C:19](Cl)(=[O:26])[C:20]1[CH:25]=[CH:24][CH:23]=[CH:22][CH:21]=1.Cl>CN(C)C=O>[C:19]([N:10]1[CH:11]([CH3:13])[CH2:12][N:8]([CH2:7][C:6]2[CH:15]=[CH:16][C:3]([O:2][CH3:1])=[CH:4][CH:5]=2)[C:9]1=[O:14])(=[O:26])[C:20]1[CH:25]=[CH:24][CH:23]=[CH:22][CH:21]=1 |f:1.2|. Reported procedure: Under a nitrogen stream, 1-(4-methoxybenzyl)-4-methylimidazolidin-2-one (300 mg) described in Preparation Example 52 was dissolved in N,N-dimethylformamide (3 mL), sodium hydride (60 mg) was added under ice-cooling, and the mixture was stirred at room temperature for 30 min. Then, benzoyl chloride (0.17 mL) was added under ice-cooling, and the mixture was stirred at the same temperature for 30 min and at room temperature for 2 hr. To the reaction mixture was added 1N hydrochloric acid, and the m... Starting materials: CCN(C(C)C)C(C)C, COC(=O)C(O)c1ccc(C)s1, CS(=O)(=O)Cl, ClCCl. The product is COC(=O)C(OS(C)(=O)=O)c1ccc(C)s1. RXN SMILES: [CH2:13]([N:14]([CH:15]([CH3:16])[CH3:17])[CH:18]([CH3:19])[CH3:20])[CH3:21].[CH3:1][O:2][C:3]([CH:4]([c:5]1[s:6][c:7]([CH3:10])[cH:8][cH:9]1)[OH:11])=[O:12].[CH3:22][S:23]([Cl:24])(=[O:25])=[O:26].[Cl:27][CH2:28][Cl:29]>>[CH3:1][O:2][C:3]([CH:4]([c:5]1[s:6][c:7]([CH3:10])[cH:8][cH:9]1)[O:11][S:23]([CH3:22])(=[O:25])=[O:26])=[O:12]. Reactants: CC(=O)O[BH-](OC(C)=O)OC(C)=O, CCC(=O)CC, ClCCl, Cl, NCCNC(=O)OCc1ccccc1, [Na+]. The product is CCC(CC)NCCNC(=O)OCc1ccccc1. Reaction SMILES: [C:22]([O:23][BH-:24]([O:25][C:26](=[O:27])[CH3:28])[O:29][C:30](=[O:31])[CH3:32])(=[O:33])[CH3:34].[CH3:16][CH2:17][C:18]([CH2:19][CH3:20])=[O:21].[Cl:36][CH2:37][Cl:38].[ClH:1].[NH2:2][CH2:3][CH2:4][NH:5][C:6]([O:7][CH2:8][c:9]1[cH:10][cH:11][cH:12][cH:13][cH:14]1)=[O:15].[Na+:35]>>[NH:2]([CH2:3][CH2:4][NH:5][C:6]([O:7][CH2:8][c:9]1[cH:10][cH:11][cH:12][cH:13][cH:14]1)=[O:15])[CH:18]([CH2:17][CH3:16])[CH2:19][CH3:20]. Reactants: ClC1C(OC(CC1=O)(C1CCCC1)CCC1=CC(=C(C=C1)OC)Cl)=O (3-chloro-6-[2-(3-chloro-4-methoxyphenyl)ethyl]-6-cyclopentyldihydro-2H-pyran-2,4(3H)-dione), SC=1NC=CN1 (2-mercaptoimidazole). The product is ClC=1C=C(C=CC1OC)CCC1(CC(=C(C(O1)=O)SC=1NC=CN1)O)C1CCCC1 (6-[2-(3-chloro-4-methoxyphenyl)ethyl]-6-cyclopentyl-4-hydroxy-3-(1H-imidazol-2-ylthio)-5,6-dihydro-2H-pyran-2-one). As a reaction SMILES: Cl[CH:2]1[C:7](=[O:8])[CH2:6][C:5]([CH2:14][CH2:15][C:16]2[CH:21]=[CH:20][C:19]([O:22][CH3:23])=[C:18]([Cl:24])[CH:17]=2)([CH:9]2[CH2:13][CH2:12][CH2:11][CH2:10]2)[O:4][C:3]1=[O:25].[SH:26][C:27]1[NH:28][CH:29]=[CH:30][N:31]=1>>[Cl:24][C:18]1[CH:17]=[C:16]([CH2:15][CH2:14][C:5]2([CH:9]3[CH2:13][CH2:12][CH2:11][CH2:10]3)[O:4][C:3](=[O:25])[C:2]([S:26][C:27]3[NH:28][CH:29]=[CH:30][N:31]=3)=[C:7]([OH:8])[CH2:6]2)[CH:21]=[CH:20][C:19]=1[O:22][CH3:23]. Procedure: The title compound was prepared as described in Example C(70), where 3-chloro-6-[2-(3-chloro-4-methoxyphenyl)ethyl]-6-cyclopentyldihydro-2H-pyran-2,4(3H)-dione was used in place of 3-chloro-6-[2-(5-chloro-2,4-dimethoxyphenyl)ethyl]6-cyclopentyldihydro-2H-pyran-2,4(3H)-dione and 2-mercaptoimidazole was used in place of 6-hydroxy-8-mercaptopurine monohydrate. Reactants: CC(=CCN1C(=NC2=C1C=C(C=C2)[N+](=O)[O-])N2CC1C(C2)CN(C1)C(=O)OC(C)(C)C)C (tert-butyl 5-[1-(3-methylbut-2-enyl)-6-nitro-1H-benzimidazol-2-yl]hexahydropyrrolo[3,4-c]pyrrole-2-carboxylate), [Cl-].[NH4+] (ammonium chloride). The reagents and catalysts are [Fe] (iron). The solvent is C(C)O (ethanol), O (water). Product: NC=1C=CC2=C(N(C(=N2)N2CC3C(C2)CN(C3)C(=O)OC(C)(C)C)CC=C(C)C)C1 (tert-Butyl 5-[6-amino-1-(3-methylbut-2-enyl)-1H-benzimidazol-2-yl]hexahydropyrrolo-[3,4-c]pyrrole-2-carboxylate). Yield: 85.0%. Reaction SMILES: [CH3:1][C:2]([CH3:32])=[CH:3][CH2:4][N:5]1[C:9]2[CH:10]=[C:11]([N+:14]([O-])=O)[CH:12]=[CH:13][C:8]=2[N:7]=[C:6]1[N:17]1[CH2:21][CH:20]2[CH2:22][N:23]([C:25]([O:27][C:28]([CH3:31])([CH3:30])[CH3:29])=[O:26])[CH2:24][CH:19]2[CH2:18]1.[Cl-].[NH4+]>C(O)C.O.[Fe]>[NH2:14][C:11]1[CH:12]=[CH:13][C:8]2[N:7]=[C:6]([N:17]3[CH2:18][CH:19]4[CH2:24][N:23]([C:25]([O:27][C:28]([CH3:30])([CH3:31])[CH3:29])=[O:26])[CH2:22][CH:20]4[CH2:21]3)[N:5]([CH2:4][CH:3]=[C:2]([CH3:32])[CH3:1])[C:9]=2[CH:10]=1 |f:1.2|. Procedure: A solution of 44 mg (0.10 mmol of tert-butyl 5-[1-(3-methylbut-2-enyl)-6-nitro-1H-benzimidazol-2-yl]hexahydropyrrolo[3,4-c]pyrrole-2-carboxylate in 7.5 ml of ethanol was added dropwise to a suspension of 56 mg (1.00 mmol) of iron and 10 mg (0.18 mmol) of ammonium chloride in 0.75 ml of water, and the mixture was boiled at reflux for 3 hours. The catalyst was filtered off and washed with ethanol. The filtrate was concentrated under reduced pressure. The 35 mg of the desired product thus obtained ... Starting materials: C(#N)C1=CC=C(C(=O)O)C=C1 (4-cyano-benzoic acid), CN(C)C(=[N+](C)C)ON1C2=C(C=CC=C2)N=N1.[B-](F)(F)(F)F (TBTU), C(C)(C)NC(C)C (diisopropylamine), NC1=C(C=C(C=C1)C=1C(CC(NN1)=O)C)O (6-(4-amino-3-hydroxy-phenyl)-5-methyl-4,5-dihydro-2H-pyridazin-3-one). Solvent: O (water), CN(C)C=O (DMF). Conditions: time 30 minute. Product: C(#N)C1=CC=C(C(=O)NC2=C(C=C(C=C2)C2=NNC(CC2C)=O)O)C=C1 (4-cyano-N-[2-hydroxy-4-(4-methyl-6-oxo-1,4,5,6-tetrahydro-pyridazin-3-yl)-phenyl]-benzamide). Reaction SMILES: [C:1]([C:3]1[CH:11]=[CH:10][C:6]([C:7]([OH:9])=O)=[CH:5][CH:4]=1)#[N:2].CN(C(ON1N=NC2C=CC=CC1=2)=[N+](C)C)C.[B-](F)(F)(F)F.C(NC(C)C)(C)C.[NH2:41][C:42]1[CH:47]=[CH:46][C:45]([C:48]2[CH:49]([CH3:55])[CH2:50][C:51](=[O:54])[NH:52][N:53]=2)=[CH:44][C:43]=1[OH:56]>O.CN(C=O)C>[C:1]([C:3]1[CH:4]=[CH:5][C:6]([C:7]([NH:41][C:42]2[CH:47]=[CH:46][C:45]([C:48]3[CH:49]([CH3:55])[CH2:50][C:51](=[O:54])[NH:52][N:53]=3)=[CH:44][C:43]=2[OH:56])=[O:9])=[CH:10][CH:11]=1)#[N:2] |f:1.2|. Reported procedure: 403 mg (2.74 mmol) 4-cyano-benzoic acid and 967 mg (3.01 mmol) TBTU are added to 40 ml DMF and the mixture is stirred for 30 min at RT, then 791 μl (5.47 mmol) diisopropylamine and 600 mg (2.74 mmol) 6-(4-amino-3-hydroxy-phenyl)-5-methyl-4,5-dihydro-2H-pyridazin-3-one are added and the mixture is stirred overnight. The reaction mixture is mixed with water and extracted with DCM. The org. phase is again washed with water, dried on sodium sulphate and concentrated by rotary evaporation i. V. The r... The reactants are NC(C(C(CC1=CC=CC=C1)NC(C1=C(N=CC=C1)N1N=C2C(CN(CC2)CC2=CC=CC=C2)=C1)=O)O)=O (N-(4-amino-3-hydroxy-4-oxo-1-phenylbutan-2-yl)-2-(5-benzyl-4,5,6,7-tetrahydro-2H-pyrazolo[4,3-c]pyridin-2-yl)nicotinamide), C(CCl)Cl (EDC), C(=O)(O)[O-].[Na+] (NaHCO3), ClC(C(=O)O)Cl (2,2-dichloroacetic acid). The solvent is CS(=O)C (DMSO), [Cl-].[Na+].O (brine). Run at time 45 minute. Yields the product NC(C(C(CC1=CC=CC=C1)NC(C1=C(N=CC=C1)N1N=C2C(CN(CC2)CC2=CC=CC=C2)=C1)=O)=O)=O (N-(4-Amino-3,4-dioxo-1-phenylbutan-2-yl)-2-(5-benzyl-4,5,6,7-tetrahydro-2H-pyrazolo[4,3-c]pyridin-2-yl)nicotinamide). Yield: 60.3%. As a reaction SMILES: [NH2:1][C:2](=[O:38])[CH:3]([OH:37])[CH:4]([NH:12][C:13](=[O:36])[C:14]1[CH:19]=[CH:18][CH:17]=[N:16][C:15]=1[N:20]1[CH:35]=[C:23]2[CH2:24][N:25]([CH2:28][C:29]3[CH:34]=[CH:33][CH:32]=[CH:31][CH:30]=3)[CH2:26][CH2:27][C:22]2=[N:21]1)[CH2:5][C:6]1[CH:11]=[CH:10][CH:9]=[CH:8][CH:7]=1.C(Cl)CCl.ClC(Cl)C(O)=O.C([O-])(O)=O.[Na+]>CS(C)=O.[Cl-].[Na+].O>[NH2:1][C:2](=[O:38])[C:3](=[O:37])[CH:4]([NH:12][C:13](=[O:36])[C:14]1[CH:19]=[CH:18][CH:17]=[N:16][C:15]=1[N:20]1[CH:35]=[C:23]2[CH2:24][N:25]([CH2:28][C:29]3[CH:30]=[CH:31][CH:32]=[CH:33][CH:34]=3)[CH2:26][CH2:27][C:22]2=[N:21]1)[CH2:5][C:6]1[CH:11]=[CH:10][CH:9]=[CH:8][CH:7]=1 |f:3.4,6.7.8|. Reported procedure: To a solution of N-(4-amino-3-hydroxy-4-oxo-1-phenylbutan-2-yl)-2-(5-benzyl-4,5,6,7-tetrahydro-2H-pyrazolo[4,3-c]pyridin-2-yl)nicotinamide (45 mg, 0.088 mmol) in DMSO (1200 μL) at room temperature, EDC (160 mg, 0.835 mmol) was added, and after 5 min of stirring 2,2-dichloroacetic acid (40 μL, 0.487 mmol). The mixture was stirred for 45 min at room temperature, and then 10 mL of brine and 10 mL of saturated aqueous NaHCO3-solution were added, the precipitate formed filtered off and dried in vacuo...